Dataset: the Open Reaction Database (ORD), a public repository of structured organic reaction records. Task: describe an organic reaction: reactants, conditions, products, and yield RXN SMILES: [Cl:1][C:2]1[CH:7]=[CH:6][C:5]([CH2:8][C@@H:9]([NH:27][C:28]([C@H:30]2[CH2:39][C:38]3[C:33](=[CH:34][CH:35]=[CH:36][CH:37]=3)[CH2:32][N:31]2[C:40]([O:42][CH2:43][CH:44]2[C:56]3[CH:55]=[CH:54][CH:53]=[CH:52][C:51]=3[C:50]3[C:45]2=[CH:46][CH:47]=[CH:48][CH:49]=3)=[O:41])=[O:29])[C:10]([N:12]2[CH2:17][CH2:16][N:15]([C:18]3[CH:23]=[CH:22][CH:21]=[CH:20][C:19]=3[N+:24]([O-])=O)[CH2:14][CH2:13]2)=[O:11])=[CH:4][CH:3]=1.O.O.Cl[Sn]Cl>>[NH2:24][C:19]1[CH:20]=[CH:21][CH:22]=[CH:23][C:18]=1[N:15]1[CH2:14][CH2:13][N:12]([C:10](=[O:11])[C@H:9]([NH:27][C:28]([C@H:30]2[CH2:39][C:38]3[C:33](=[CH:34][CH:35]=[CH:36][CH:37]=3)[CH2:32][N:31]2[C:40]([O:42][CH2:43][CH:44]2[C:45]3[CH:46]=[CH:47][CH:48]=[CH:49][C:50]=3[C:51]3[C:56]2=[CH:55][CH:54]=[CH:53][CH:52]=3)=[O:41])=[O:29])[CH2:8][C:5]2[CH:6]=[CH:7][C:2]([Cl:1])=[CH:3][CH:4]=2)[CH2:17][CH2:16]1 |f:1.2.3|. The product is NC1=C(C=CC=C1)N1CCN(CC1)C([C@@H](CC1=CC=C(C=C1)Cl)NC(=O)[C@@H]1N(CC2=CC=CC=C2C1)C(=O)OCC1C2=CC=CC=C2C=2C=CC=CC12)=O (Fluoren-9-ylmethyl (3R)-3-(N-{(1R)-2-[4-(2-Aminophenyl)Piperazinyl]-1-[(4-Chlorophenyl)Methyl]-2-Oxoethyl}Carbamoyl)-1,2,3,4-Tetrahydroisoquinoline-2-Carboxylate). Reactants: II, ClC1=CC=C(C=C1)C[C@H](C(=O)N1CCN(CC1)C1=C(C=CC=C1)[N+](=O)[O-])NC(=O)[C@@H]1N(CC2=CC=CC=C2C1)C(=O)OCC1C2=CC=CC=C2C=2C=CC=CC12 (fluoren-9-ylmethyl (3R)-3-(N-{(1R)-1-[(4-chlorophenyl)methyl]-2-[4-(2-nitrophenyl)-piperazinyl]-2-oxoethyl}carbamoyl)-1,2,3,4-tetrahydroisoquinoline-2-carboxylate), O.O.Cl[Sn]Cl (SnCl2.2H2O). The yield is 57.8%. Reported procedure: Fluoren-9-ylmethyl (3R)-3-(N-{(1R)-2-[4-(2-aminophenyl)piperazinyl]-1-[(4-chlorophenyl)methyl]-2-oxoethyl}carbamoyl)-1,2,3,4-tetrahydroisoquinoline-2-carboxylate was prepared according to the procedure for Preparation II using fluoren-9-ylmethyl (3R)-3-(N-{(1R)-1-[(4-chlorophenyl)methyl]-2-[4-(2-nitrophenyl)-piperazinyl]-2-oxoethyl}carbamoyl)-1,2,3,4-tetrahydroisoquinoline-2-carboxylate (1.4 g, 1.8 mmol) and SnCl2.2H2O (1.7 g, 7.3 mmol) (Aldrich). The crude product was purified by flash chromato... The reactants are O=C=O, C1CCCCC1, CN(C)CCN(C)C, [Li]CCCC, CC(C)c1ccccc1S. The product is CC(C)c1cccc(C(=O)O)c1S. RXN SMILES: [C:24](=[O:25])=[O:26].[CH2:27]1[CH2:28][CH2:29][CH2:30][CH2:31][CH2:32]1.[CH3:11][N:12]([CH3:13])[CH2:14][CH2:15][N:16]([CH3:17])[CH3:18].[CH3:19][CH2:20][CH2:21][CH2:22][Li:23].[CH:1]([CH3:2])([CH3:3])[c:4]1[c:5]([SH:10])[cH:6][cH:7][cH:8][cH:9]1>>[CH:1]([CH3:2])([CH3:3])[c:4]1[c:5]([SH:10])[c:6]([C:24](=[O:25])[OH:26])[cH:7][cH:8][cH:9]1. Starting materials: C(=O)(OC)C1=C(C=CC(=C1)OCC1=CC(=CC=C1)Cl)O (2-Carbomethoxy-4-(m-chlorophenylmethyloxy)-phenol), C([O-])([O-])=O.[K+].[K+] (potassium carbonate), BrCCCC#N (4-bromobutyronitrile), [I-].[K+] (potassium iodide). Solvent: C(C)#N (acetonitrile). Product: C(=O)(OC)C1=C(OCCCC#N)C=CC(=C1)OCC1=CC(=CC=C1)Cl (4-[2'-Carbomethoxy-4'-(m-chlorophenylmethyloxy)phenoxy]butyronitrile). Isolated yield 79.0%. Reaction SMILES: [C:1]([C:5]1[CH:10]=[C:9]([O:11][CH2:12][C:13]2[CH:18]=[CH:17][CH:16]=[C:15]([Cl:19])[CH:14]=2)[CH:8]=[CH:7][C:6]=1[OH:20])([O:3][CH3:4])=[O:2].C(=O)([O-])[O-].[K+].[K+].Br[CH2:28][CH2:29][CH2:30][C:31]#[N:32].[I-].[K+]>C(#N)C>[C:1]([C:5]1[CH:10]=[C:9]([O:11][CH2:12][C:13]2[CH:18]=[CH:17][CH:16]=[C:15]([Cl:19])[CH:14]=2)[CH:8]=[CH:7][C:6]=1[O:20][CH2:28][CH2:29][CH2:30][C:31]#[N:32])([O:3][CH3:4])=[O:2] |f:1.2.3,5.6|. Procedure: 2-Carbomethoxy-4-(m-chlorophenylmethyloxy)-phenol, 1 gram (3.32 mmoles), was treated with 1 gram potassium carbonate, 0.4 ml 4-bromobutyronitrile, and 70 mg potassium iodide in 18 ml acetonitrile under reflux for 64 hours. Then the mixture was filtered and the filtrate was stripped in vacuo. The residue was chromatographed on silica gel using 1.3 ethyl acetate/hexanes to give 0.97 grams of the title product at 79% yield. Mp 97°-98° C. Elemental analysis. Calculated for C19H18ClNO4 : C 63.42, H 5... Reactants: N1=C(C=NC=C1)C1=C(C(=NN1)C=1SC=CC1)CCN (2-(5-Pyrazin-2-yl-3-thiophen-2-yl-1H-pyrazol-4-yl)-ethylamine), C(C)(C)N(CC)C(C)C (diisopropylethylamine), C(CCCC)C1=CC=C(C=C1)S(=O)(=O)Cl (4-n-pentylbenzenesulfonyl chloride). The solvent is ClCCl (dichloromethane). Run at time 3 hour. Product: C(CCCC)C1=CC=C(C=C1)S(=O)(=O)NCCC=1C(=NNC1C1=NC=CN=C1)C=1SC=CC1 (4-Pentyl-N-[2-(5-pyrazin-2-yl-3-thiophen-2-yl-1H-pyrazol-4-yl)-ethyl]-benzenesulfonamide). Yield: 30580.7%. Reaction SMILES: [N:1]1[CH:6]=[CH:5][N:4]=[CH:3][C:2]=1[C:7]1[NH:11][N:10]=[C:9]([C:12]2[S:13][CH:14]=[CH:15][CH:16]=2)[C:8]=1[CH2:17][CH2:18][NH2:19].C(N(C(C)C)CC)(C)C.[CH2:29]([C:34]1[CH:39]=[CH:38][C:37]([S:40](Cl)(=[O:42])=[O:41])=[CH:36][CH:35]=1)[CH2:30][CH2:31][CH2:32][CH3:33]>ClCCl>[CH2:29]([C:34]1[CH:35]=[CH:36][C:37]([S:40]([NH:19][CH2:18][CH2:17][C:8]2[C:9]([C:12]3[S:13][CH:14]=[CH:15][CH:16]=3)=[N:10][NH:11][C:7]=2[C:2]2[CH:3]=[N:4][CH:5]=[CH:6][N:1]=2)(=[O:42])=[O:41])=[CH:38][CH:39]=1)[CH2:30][CH2:31][CH2:32][CH3:33]. Reported procedure: A mixture of the 2-(5-Pyrazin-2-yl-3-thiophen-2-yl-1H-pyrazol-4-yl)-ethylamine 1D (7 mg, 25.8 μmol), diisopropylethylamine (9.0 μl, 51.6 μmol) and 4-n-pentylbenzenesulfonyl chloride (7.0 mg, 28.3 μmol) in dichloromethane (1 mL) was stirred for 3 h. The reaction mixture was concentrated under reduced pressure. The crude product dissolved in methanol (2 ml) and was purified by prep-HPLC. Removal of the solvent in vacuo provided the title compound (3.8 g mg, 41% yield). MS m/e 481; HPLC retention t... Reactants: [H-].[Na+] (sodium hydride), C(C)(=O)C(C(=O)OC)=C(CC(=O)OC)NCC=C (dimethyl 2-acetyl-3-allylamino-2-pentenedioate), CI (methyl iodide). The product is C(C)(=O)C(C(=O)OC)=C(C(C(=O)OC)C)NCC=C (dimethyl 2-acetyl-3-allylamino-4-methyl-2-pentenedioate). Reaction SMILES: [H-].[Na+].[C:3]([C:6](=[C:11]([NH:17][CH2:18][CH:19]=[CH2:20])[CH2:12][C:13]([O:15][CH3:16])=[O:14])[C:7]([O:9][CH3:10])=[O:8])(=[O:5])[CH3:4].[CH3:21]I>>[C:3]([C:6](=[C:11]([NH:17][CH2:18][CH:19]=[CH2:20])[CH:12]([CH3:21])[C:13]([O:15][CH3:16])=[O:14])[C:7]([O:9][CH3:10])=[O:8])(=[O:5])[CH3:4] |f:0.1|. Procedure details: In the same manner as in Reference Example 4-2-(1) but using 60 % sodium hydride (0.8 g; 20 mmole), dimethyl 2-acetyl-3-allylamino-2-pentenedioate (2.55 g; 10 mmole) and methyl iodide (2.84 g; 20 mmole), there was produced dimethyl 2-acetyl-3-allylamino-4-methyl-2-pentenedioate. Starting materials: [BH4-].[Na+] (Sodium borohydride), COC(=O)C1CN(C(C1)=O)C1CCCCCC1 (1-Cycloheptyl-5-oxo-pyrrolidine-3-carboxylic acid methyl ester), N1C=NC=C1 (imidazole), C(C)(C)(C)[Si](C)(C)Cl (Tert-butyl-chloro-dimethyl-silane), OP(=O)(O)O (O-phosphoric acid), C(C)(=O)OCC (ethyl acetate). The solvent is CO (methanol), O1CCCC1 (tetrahydrofuran). Conditions: temperature 60 celsius, time 2 hour. The product is C(C)(C)(C)[SiH2]OC(C1CC(N(C1)C1CCCCCC1)=O)(C)C (4-(tert-Butyl-dimethyl-silanyloxymethyl)-1-cycloheptyl-pyrrolidine-2-one). RXN SMILES: [BH4-].[Na+].CO[C:5]([CH:7]1[CH2:11][C:10](=O)[N:9]([CH:13]2[CH2:19][CH2:18][CH2:17][CH2:16][CH2:15][CH2:14]2)[CH2:8]1)=O.[OH:20]P(O)(O)=O.N1C=CN=C1.[C:30]([Si:34](Cl)(C)C)([CH3:33])([CH3:32])[CH3:31].C([O:41][CH2:42][CH3:43])(=O)C>CO.O1CCCC1>[C:30]([SiH2:34][O:20][C:7]([CH3:8])([CH3:5])[CH:11]1[CH2:10][N:9]([CH:13]2[CH2:19][CH2:18][CH2:17][CH2:16][CH2:15][CH2:14]2)[C:42](=[O:41])[CH2:43]1)([CH3:33])([CH3:32])[CH3:31] |f:0.1|. Procedure: Sodium borohydride (0.213 g, 5.77 mmoles) was added to a solution of Example 1A (0.7 g, 2.92 mmoles) in methanol (3 mL) and tetrahydrofuran (3 mL) and stirred at 60° C. for two hours. The reaction was cooled to 0° C. and O-phosphoric acid (1.6 g, 17.4 mmoles) was added and stirred. The reaction was filtered through a pad of celite, rinsed with methanol, and concentrated under vacuo. The crude oil was taken up in ethyl acetate (25 mL) and washed with water (25 mL). The organic layer was dried wit... The reactants are NC=1C(=C(C(=O)NC2=C(C=C(C=C2C)C(C(F)(F)F)(C(F)(F)F)F)C)C=C(C1F)F)F (3-amino-N-[2,6-dimethyl-4-(1,2,2,2-tetrafluoro-1-trifluoromethyl-ethyl)-phenyl]-2,4,5-trifluoro-benzamide), O (water), FC(C(=O)O)(F)F (trifluoro-acetic acid), OO (hydrogen peroxide). The solvent is C(Cl)(Cl)Cl (chloroform). Run at temperature 55 celsius, time 30 minute. The product is CC1=C(C(=CC(=C1)C(C(F)(F)F)(C(F)(F)F)F)C)NC(C1=C(C(=C(C(=C1)F)F)[N+](=O)[O-])F)=O (N-[2,6-dimethyl-4-(1,2,2,2-tetrafluoro-1-trifluoromethyl-ethyl)-phenyl]-3-nitro-2,4,5-trifluoro-benzamide). The yield is 68.5%. Reaction SMILES: [NH2:1][C:2]1[C:3]([F:31])=[C:4]([CH:26]=[C:27]([F:30])[C:28]=1[F:29])[C:5]([NH:7][C:8]1[C:13]([CH3:14])=[CH:12][C:11]([C:15]([F:24])([C:20]([F:23])([F:22])[F:21])[C:16]([F:19])([F:18])[F:17])=[CH:10][C:9]=1[CH3:25])=[O:6].FC(F)(F)C(O)=[O:35].OO.[OH2:41]>C(Cl)(Cl)Cl>[CH3:25][C:9]1[CH:10]=[C:11]([C:15]([F:24])([C:20]([F:21])([F:22])[F:23])[C:16]([F:18])([F:19])[F:17])[CH:12]=[C:13]([CH3:14])[C:8]=1[NH:7][C:5](=[O:6])[C:4]1[CH:26]=[C:27]([F:30])[C:28]([F:29])=[C:2]([N+:1]([O-:35])=[O:41])[C:3]=1[F:31]. Procedure: To a solution of 3-amino-N-[2,6-dimethyl-4-(1,2,2,2-tetrafluoro-1-trifluoromethyl-ethyl)-phenyl]-2,4,5-trifluoro-benzamide (32.8 g, 71 mmol) (Example I14) and trifluoro-acetic acid (237 ml) in chloroform (118 ml) was added drop-wise aqueous hydrogen peroxide (67 ml) (35% w/v). The reaction mixture was kept at approximately 50° C. with external cooling. The reaction mixture was stirred at 55° C. for 30 minutes, then poured onto a mixture of ice and water. The mixture was extracted twice with dich... Starting materials: BrC1=C(N)C=CC=C1OC (2-bromo-3-methoxyaniline), C(C)OC1=NC2=C(C(=CC=C2C(=C1)OC1CC2C(N(CCCCC=CC3CC3(NC(C2C1)=O)C(=O)O)C)=O)OC)C (17-[2-ethoxy-7-methoxy-8-methylquinolin-4-yloxy]-13-methyl-2,14-dioxo-3,13-diazatricyclo[13.3.0.04,6]octadec-7-ene-4-carboxylic acid). The product is BrC=1C(=CC=C2C(=CC(=NC12)OCC)OC1CC2C(N(CCCCC=CC3CC3(NC(C2C1)=O)C(=O)O)C)=O)OC (17-[8-bromo-2-ethoxy-7-methoxyquinolin-4-yloxy]-13-methyl-2,14-dioxo-3,13-diazatricyclo[13.3.0.04,6]octadec-7-ene-4-carboxylic acid). Reaction SMILES: [Br:1][C:2]1[C:8]([O:9][CH3:10])=[CH:7][CH:6]=[CH:5][C:3]=1[NH2:4].[CH2:11]([O:13][C:14]1[CH:23]=[C:22]([O:24][CH:25]2[CH2:42][CH:41]3[CH:27]([C:28](=[O:48])[N:29]([CH3:47])[CH2:30][CH2:31][CH2:32][CH2:33][CH:34]=[CH:35][CH:36]4[C:38]([C:44]([OH:46])=[O:45])([NH:39][C:40]3=[O:43])[CH2:37]4)[CH2:26]2)C2C(=C(C)C(OC)=CC=2)N=1)[CH3:12]>>[Br:1][C:2]1[C:8]([O:9][CH3:10])=[CH:7][CH:6]=[C:5]2[C:3]=1[N:4]=[C:14]([O:13][CH2:11][CH3:12])[CH:23]=[C:22]2[O:24][CH:25]1[CH2:42][CH:41]2[CH:27]([C:28](=[O:48])[N:29]([CH3:47])[CH2:30][CH2:31][CH2:32][CH2:33][CH:34]=[CH:35][CH:36]3[C:38]([C:44]([OH:46])=[O:45])([NH:39][C:40]2=[O:43])[CH2:37]3)[CH2:26]1. Reported procedure: The title compound (6) was prepared from 2-bromo-3-methoxyaniline following the procedure (Steps A-J) reported for synthesis of 17-[2-ethoxy-7-methoxy-8-methyl-quinolin-4-yloxy]-13-methyl-2,14-dioxo-3,13-diazatricyclo[13.3.0.04,6]octadec-7-ene-4-carboxylic acid (2): m/z=631 (M+H)+. RXN SMILES: [C:18]([CH3:19])([CH3:20])([CH3:21])[O:22][C:23](=[O:24])[N:25]1[CH2:26][c:27]2[cH:28][c:29]([O:35][CH2:36][Cl:37])[cH:30][cH:31][c:32]2[CH2:33][CH2:34]1.[CH2:1]([CH3:2])[O:3][C:4](=[O:5])[CH:6]1[CH2:7][CH2:8][N:9]([c:12]2[cH:13][cH:14][n:15][cH:16][cH:17]2)[CH2:10][CH2:11]1.[Cl-:38].[NH4+:39].[O:41]1[CH2:42][CH2:43][CH2:44][CH2:45]1.[OH2:40]>>[CH2:1]([CH3:2])[O:3][C:4](=[O:5])[C:6]1([CH2:36][O:35][c:29]2[cH:28][c:27]3[c:32]([cH:31][cH:30]2)[CH2:33][CH2:34][N:25]([C:23]([O:22][C:18]([CH3:19])([CH3:20])[CH3:21])=[O:24])[CH2:26]3)[CH2:7][CH2:8][N:9]([c:12]2[cH:13][cH:14][n:15][cH:16][cH:17]2)[CH2:10][CH2:11]1. Product: CCOC(=O)C1(COc2ccc3c(c2)CN(C(=O)OC(C)(C)C)CC3)CCN(c2ccncc2)CC1. Reactants: CC(C)(C)OC(=O)N1CCc2ccc(OCCl)cc2C1, CCOC(=O)C1CCN(c2ccncc2)CC1, [Cl-], [NH4+], C1CCOC1, O. Reactants: C1CCOC1, C[Si](C)(C)[N-][Si](C)(C)C, Fc1ncccc1-c1ncnc2c1ncn2C1CCCCO1, [Li+], Nc1cccc2nn(C3CCCCO3)cc12. The product is c1cnc(Nc2cccc3nn(C4CCCCO4)cc23)c(-c2ncnc3c2ncn3C2CCCCO2)c1. As a reaction SMILES: [CH2:49]1[O:50][CH2:51][CH2:52][CH2:53]1.[CH3:40][Si:41]([N-:42][Si:43]([CH3:44])([CH3:45])[CH3:46])([CH3:47])[CH3:48].[F:17][c:18]1[n:19][cH:20][cH:21][cH:22][c:23]1-[c:24]1[c:25]2[n:26][cH:27][n:28]([CH:33]3[O:34][CH2:35][CH2:36][CH2:37][CH2:38]3)[c:29]2[n:30][cH:31][n:32]1.[Li+:39].[O:1]1[CH:2]([n:7]2[n:8][c:9]3[cH:10][cH:11][cH:12][c:13]([NH2:16])[c:14]3[cH:15]2)[CH2:3][CH2:4][CH2:5][CH2:6]1>>[O:1]1[CH:2]([n:7]2[n:8][c:9]3[cH:10][cH:11][cH:12][c:13]([NH:16][c:18]4[n:19][cH:20][cH:21][cH:22][c:23]4-[c:24]4[c:25]5[n:26][cH:27][n:28]([CH:33]6[O:34][CH2:35][CH2:36][CH2:37][CH2:38]6)[c:29]5[n:30][cH:31][n:32]4)[c:14]3[cH:15]2)[CH2:3][CH2:4][CH2:5][CH2:6]1.